Dataset: the Open Reaction Database (ORD), a public repository of structured organic reaction records. Task: describe an organic reaction: reactants, conditions, products, and yield The reactants are Cn1nnc(CNc2ccc(OC(F)(F)F)cc2)n1, COC(OC)C1(C)Oc2ccc([N+](=O)[O-])cc2C2OC21. Yields the product COC(OC)C1(C)Oc2ccc([N+](=O)[O-])cc2C(N(Cc2nnn(C)n2)c2ccc(OC(F)(F)F)cc2)C1O. RXN SMILES: [F:21][C:22]([O:23][c:24]1[cH:25][cH:26][c:27]([NH:30][CH2:31][c:32]2[n:33][n:34][n:35]([CH3:37])[n:36]2)[cH:28][cH:29]1)([F:38])[F:39].[N+:1](=[O:2])([O-:3])[c:4]1[cH:5][cH:6][c:7]2[c:8]([cH:20]1)[CH:9]1[CH:10]([C:11]([CH:13]([O:14][CH3:15])[O:16][CH3:17])([CH3:18])[O:12]2)[O:19]1>>[N+:1](=[O:2])([O-:3])[c:4]1[cH:5][cH:6][c:7]2[c:8]([cH:20]1)[CH:9]([N:30]([c:27]1[cH:26][cH:25][c:24]([O:23][C:22]([F:21])([F:38])[F:39])[cH:29][cH:28]1)[CH2:31][c:32]1[n:33][n:34][n:35]([CH3:37])[n:36]1)[CH:10]([OH:19])[C:11]([CH:13]([O:14][CH3:15])[O:16][CH3:17])([CH3:18])[O:12]2. The reactants are [Cl-].[Al+3].[Cl-].[Cl-] (aluminum chloride), BrCCCCCC(=O)Cl (6-bromohexanoyl chloride), COC1=C(C(=C(C=C1C)C)C)OC (1,2-dimethoxy-3,4,6-trimethylbenzene), [Cl-].[Al+3].[Cl-].[Cl-] (aluminum chloride), BrCCCCCC(=O)Cl (6-bromohexanoyl chloride). Run in C(Cl)Cl (methylene chloride), C(Cl)Cl (methylene chloride). Reaction conditions: time 45 minute. Yields the product BrCCCCCC(=O)C1=C(C(=C(C(=C1C)C)OC)OC)C (6-bromo-1-(3,4-dimethoxy-2,5,6-trimethylphenyl)-1-hexanone). Yield: 16.6%. Reaction SMILES: [CH3:1][O:2][C:3]1[C:8]([CH3:9])=[CH:7][C:6]([CH3:10])=[C:5]([CH3:11])[C:4]=1[O:12][CH3:13].[Cl-].[Al+3].[Cl-].[Cl-].[Br:18][CH2:19][CH2:20][CH2:21][CH2:22][CH2:23][C:24](Cl)=[O:25]>C(Cl)Cl>[Br:18][CH2:19][CH2:20][CH2:21][CH2:22][CH2:23][C:24]([C:7]1[C:6]([CH3:10])=[C:5]([CH3:11])[C:4]([O:12][CH3:13])=[C:3]([O:2][CH3:1])[C:8]=1[CH3:9])=[O:25] |f:1.2.3.4|. Reported procedure: A solution of 2.956 g (16 mmol) of 1,2-dimethoxy-3,4,6-trimethylbenzene in 10 mL of methylene chloride was added to 2.40 g (18 mmol) of aluminum chloride and 3.80 g (18 mmol) of 6-bromohexanoyl chloride in 30 mL of methylene chloride cooled in an ice bath. The solution was kept at 3° for 45 minutes and then at 23° for 42 hours. An additional 2.0 g of aluminum chloride and 3.0 g of 6-bromohexanoyl chloride were added and the reaction mixture was stirred at reflux for 22 hours. Workup as in Exampl...